Dataset: the Open Reaction Database (ORD), a public repository of structured organic reaction records. Task: describe an organic reaction: reactants, conditions, products, and yield Starting materials: ClCCl, O=S(=O)(OS(=O)(=O)C(F)(F)F)C(F)(F)F, Cc1cccc(CC(O)C(=O)OCc2ccccc2)c1, c1ccncc1. The product is Cc1cccc(CC(OS(=O)(=O)C(F)(F)F)C(=O)OCc2ccccc2)c1. Reaction SMILES: [Cl:42][CH2:43][Cl:44].[F:7][C:8]([F:9])([F:10])[S:11](=[O:12])(=[O:13])[O:14][S:15]([C:16]([F:17])([F:18])[F:19])(=[O:20])=[O:21].[OH:22][CH:23]([C:24](=[O:25])[O:26][CH2:27][c:28]1[cH:29][cH:30][cH:31][cH:32][cH:33]1)[CH2:34][c:35]1[cH:36][c:37]([CH3:41])[cH:38][cH:39][cH:40]1.[cH:1]1[cH:2][cH:3][n:4][cH:5][cH:6]1>>[F:7][C:8]([F:9])([F:10])[S:11](=[O:12])(=[O:13])[O:14][CH:23]([C:24](=[O:25])[O:26][CH2:27][c:28]1[cH:29][cH:30][cH:31][cH:32][cH:33]1)[CH2:34][c:35]1[cH:36][c:37]([CH3:41])[cH:38][cH:39][cH:40]1. Reactants: ClC1=C(C=O)C=CC=C1Cl (2,3-dichlorobenzaldehyde), C1(=CC=CC=C1)CC(=O)O (phenylacetic acid), C(CC(=O)C)(=O)OC (methyl acetoacetate), CNCC1=CC=CC=C1 (N-methylbenzylamine). Solvent: C(C)(C)O (isopropanol). Conditions: temperature 2.5 celsius. Yields the product C1(=CC=CC=C1)CC(=O)O.CNCC1=CC=CC=C1 (Phenylacetic Acid N-Methylbenzylamine). Isolated yield 62.4%. RXN SMILES: ClC1C(Cl)=CC=CC=1C=O.[C:11]1([CH2:17][C:18]([OH:20])=[O:19])[CH:16]=[CH:15][CH:14]=[CH:13][CH:12]=1.C(OC)(=O)CC(C)=O.[CH3:29][NH:30][CH2:31][C:32]1[CH:37]=[CH:36][CH:35]=[CH:34][CH:33]=1>C(O)(C)C>[C:11]1([CH2:17][C:18]([OH:20])=[O:19])[CH:16]=[CH:15][CH:14]=[CH:13][CH:12]=1.[CH3:29][NH:30][CH2:31][C:32]1[CH:37]=[CH:36][CH:35]=[CH:34][CH:33]=1 |f:5.6|. Reported procedure: A single necked 1-L flask charged with 2,3-dichlorobenzaldehyde (87.5 g, 0.5 mol), phenylacetic acid (4.08 g, 0.030 mol), isopropanol (662 mL), methyl acetoacetate (64.0 g, 0.55 mol), and N-methylbenzylamine (3.6 g, 0.030 mol). The flask was placed on a rotary evaporator equipped with a thermowell (via steam duct) for monitoring internal temperature and the flask heated and agitated to bring flask contents up to 55-65° C. for approximately 4-5 hours. The mixture was concentrated by removing 250-... The reactants are CCOC(=O)Cl, ClCCl, COc1nc2cc(C)ccc2nc1N, c1ccncc1. The product is CCOC(=O)Nc1nc2ccc(C)cc2nc1OC. RXN SMILES: [Cl:15][C:16](=[O:17])[O:18][CH2:19][CH3:20].[Cl:27][CH2:28][Cl:29].[NH2:1][c:2]1[n:3][c:4]2[cH:5][cH:6][c:7]([CH3:14])[cH:8][c:9]2[n:10][c:11]1[O:12][CH3:13].[cH:21]1[cH:22][cH:23][n:24][cH:25][cH:26]1>>[NH:1]([c:2]1[n:3][c:4]2[cH:5][cH:6][c:7]([CH3:14])[cH:8][c:9]2[n:10][c:11]1[O:12][CH3:13])[C:16](=[O:17])[O:18][CH2:19][CH3:20]. As a reaction SMILES: [C:1](#[N:2])[c:3]1[cH:4][cH:5][c:6]([CH2:9][NH:10][c:11]2[cH:12][cH:13][c:14]([CH2:17][CH2:18][CH2:19][CH2:20][CH2:21][CH2:22][CH2:23][CH3:24])[cH:15][cH:16]2)[cH:7][cH:8]1.[CH:25]([CH3:26])([CH3:27])[c:28]1[c:29]([N:37]=[C:38]=[O:39])[c:30]([CH:34]([CH3:35])[CH3:36])[cH:31][cH:32][cH:33]1>>[C:1](#[N:2])[c:3]1[cH:4][cH:5][c:6]([CH2:9][N:10]([c:11]2[cH:12][cH:13][c:14]([CH2:17][CH2:18][CH2:19][CH2:20][CH2:21][CH2:22][CH2:23][CH3:24])[cH:15][cH:16]2)[C:38]([NH:37][c:29]2[c:28]([CH:25]([CH3:26])[CH3:27])[cH:33][cH:32][cH:31][c:30]2[CH:34]([CH3:35])[CH3:36])=[O:39])[cH:7][cH:8]1. Yields the product CCCCCCCCc1ccc(N(Cc2ccc(C#N)cc2)C(=O)Nc2c(C(C)C)cccc2C(C)C)cc1. Reactants: CCCCCCCCc1ccc(NCc2ccc(C#N)cc2)cc1, CC(C)c1cccc(C(C)C)c1N=C=O. Starting materials: CN(C)C=O, COc1cc(OC)nc(C(=O)O)n1, Cc1ccccc1, O=S(Cl)Cl. Yields the product COc1cc(OC)nc(C(=O)Cl)n1. As a reaction SMILES: [CH3:18][N:19]([CH3:20])[CH:21]=[O:22].[CH3:1][O:2][c:3]1[n:4][c:5]([C:11](=[O:12])[OH:13])[n:6][c:7]([O:9][CH3:10])[cH:8]1.[CH3:23][c:24]1[cH:25][cH:26][cH:27][cH:28][cH:29]1.[S:14]([Cl:15])([Cl:16])=[O:17]>>[CH3:1][O:2][c:3]1[n:4][c:5]([C:11](=[O:13])[Cl:16])[n:6][c:7]([O:9][CH3:10])[cH:8]1. The reactants are FC1=C(C=C(C=C1)OC)C1=C(C=C(C=C1)CO)C(C(C)(C)C)O (1-(2′-Fluoro-4-(hydroxymethyl)-5′-(methyloxy)-1,1′-biphenyl-2-yl)-2,2-dimethyl-1-propanol), [Si](C)(C)(C(C)(C)C)Cl (tert-butyidimethylsilyl chloride), TEA. Reagents/catalysts: CN(C)C=1C=CN=CC1 (DMAP). Solvent: C(Cl)Cl (DCM). Conditions: time 16 hour. The product is CC(C)(C)[Si](OCC1=CC(=C(C=C1)C1=C(C=CC(=C1)OC)F)C(C(C)(C)C)O)(C)C (1-(4-((((1,1-Dimethylethyl)(dimethyl)silyl)oxy)methyl)-2′-fluoro-5′-(methyloxy)-1,1′-biphenyl-2-yl)-2,2-dimethyl-1-propanol). The yield is 75.7%. As a reaction SMILES: [F:1][C:2]1[CH:7]=[CH:6][C:5]([O:8][CH3:9])=[CH:4][C:3]=1[C:10]1[CH:15]=[CH:14][C:13]([CH2:16][OH:17])=[CH:12][C:11]=1[CH:18]([OH:23])[C:19]([CH3:22])([CH3:21])[CH3:20].[Si:24](Cl)([C:27]([CH3:30])([CH3:29])[CH3:28])([CH3:26])[CH3:25]>C(Cl)Cl.CN(C1C=CN=CC=1)C>[CH3:28][C:27]([Si:24]([CH3:26])([CH3:25])[O:17][CH2:16][C:13]1[CH:14]=[CH:15][C:10]([C:3]2[CH:4]=[C:5]([O:8][CH3:9])[CH:6]=[CH:7][C:2]=2[F:1])=[C:11]([CH:18]([OH:23])[C:19]([CH3:20])([CH3:22])[CH3:21])[CH:12]=1)([CH3:30])[CH3:29]. Reported procedure: To a stirred solution of 66.13G (0.500 g, 2 mmol) in DCM (10.00 mL) at 23° C. was added tert-butyidimethylsilyl chloride (0.3 mL, 2 mmol), followed by TEA (0.3 mL, 2 mmol) and DMAP (0.02 g, 0.2 mmol). The reaction was then stirred for 16 hours and concentrated in vacuo. The product was purified on silica gel (0-10% EtOAc in hexanes) to yield 69.16A as a colorless oil (0.655 g, 96% yield).